This data is from the Open Reaction Database (ORD), a public repository of structured organic reaction records. The task is: describe an organic reaction: reactants, conditions, products, and yield Reactants: NCCSCC1=CC=C(O1)CNC1CC1 (5-[[(2-aminoethyl)thio]methyl]-N-cyclopropyl-2-furanmethanamine), CSC(=C[N+](=O)[O-])SC (1,1-bis-(methylthio)-2-nitroethene), N (ammonia). Yields the product C1(CC1)NCC1=CC=C(O1)CSCCNC(=C[N+](=O)[O-])NCCSCC=1OC(=CC1)CNC1CC1 (N,N'-bis-[2-[[5-[(Cyclopropylamino)methyl]-2-furanylmethyl]thio]ethyl]-2-nitro-1,1-ethenediamine). Reaction SMILES: [NH2:1][CH2:2][CH2:3][S:4][CH2:5][C:6]1[O:10][C:9]([CH2:11][NH:12][CH:13]2[CH2:15][CH2:14]2)=[CH:8][CH:7]=1.CS[C:18](SC)=[CH:19][N+:20]([O-:22])=[O:21].[NH3:25]>>[CH:13]1([NH:12][CH2:11][C:9]2[O:10][C:6]([CH2:5][S:4][CH2:3][CH2:2][NH:1][C:18]([NH:25][CH2:2][CH2:3][S:4][CH2:5][C:6]3[O:10][C:9]([CH2:11][NH:12][CH:13]4[CH2:15][CH2:14]4)=[CH:8][CH:7]=3)=[CH:19][N+:20]([O-:22])=[O:21])=[CH:7][CH:8]=2)[CH2:15][CH2:14]1. Procedure details: A mixture of 5-[[(2-aminoethyl)thio]methyl]-N-cyclopropyl-2-furanmethanamine (1.67 g) and 1,1-bis-(methylthio)-2-nitroethene (0.61 g) was heated at 98°-100° for 3hr. The oily residue was chromatograpged (silica/methanol-0.88 ammonia 79:1) and the appropriate eluate evaporated to dryness to give the title compound (1.07 g) as an oil. Starting materials: C(C(C(C(C(C(C(F)F)(F)F)(F)F)(F)F)(F)F)(F)F)=O, CC1=CN=C(C=C1)N, [C-]#[N+]C1CCCCC1. Reagents/catalysts: O=C(O)C(F)(F)F (trifluoroacetic acid). Run in CC(C)O (isopropyl alcohol), CC(C)O (isopropylalcohol). Conditions: temperature 22 celsius, time 20 hour. Product: Cc1ccc2nc(c(NC3CCCCC3)n2c1)C(C(C(C(C(C(F)F)(F)F)(F)F)(F)F)(F)F)(F)F. Isolated yield 0.0%. As a reaction SMILES: CC1=CC=C(N)N=C1.[C-]#[N+]C1CCCCC1.FC(F)C(F)(F)C(F)(F)C(F)(F)C(F)(F)C(F)(F)C=O>>CC1=CN2C(C=C1)=NC(=C2NC1CCCCC1)C(F)(F)C(F)(F)C(F)(F)C(F)(F)C(F)(F)C(F)F. The reactants are CO, COC(=O)c1ccc(OCC(F)(F)F)cc1, N. Product: NC(=O)c1ccc(OCC(F)(F)F)cc1. RXN SMILES: [CH3:18][OH:19].[F:1][C:2]([CH2:3][O:4][c:5]1[cH:6][cH:7][c:8]([C:9](=[O:10])[O:11][CH3:12])[cH:13][cH:14]1)([F:15])[F:16].[NH3:17]>>[F:1][C:2]([CH2:3][O:4][c:5]1[cH:6][cH:7][c:8]([C:9](=[O:10])[NH2:17])[cH:13][cH:14]1)([F:15])[F:16].